From a dataset of the Open Reaction Database (ORD), a public repository of structured organic reaction records. describe an organic reaction: reactants, conditions, products, and yield Reactants: CC(=O)OCCCCCCCCCCCCCCCCCCc1ccc(I)cc1, C1CCOC1, CO, [Na+], [OH-], O. Product: OCCCCCCCCCCCCCCCCCCc1ccc(I)cc1. As a reaction SMILES: [C:1](=[O:2])([CH3:3])[O:4][CH2:5][CH2:6][CH2:7][CH2:8][CH2:9][CH2:10][CH2:11][CH2:12][CH2:13][CH2:14][CH2:15][CH2:16][CH2:17][CH2:18][CH2:19][CH2:20][CH2:21][CH2:22][c:23]1[cH:24][cH:25][c:26]([I:29])[cH:27][cH:28]1.[CH2:34]1[O:35][CH2:36][CH2:37][CH2:38]1.[CH3:30][OH:31].[Na+:33].[OH-:32].[OH2:39]>>[OH:4][CH2:5][CH2:6][CH2:7][CH2:8][CH2:9][CH2:10][CH2:11][CH2:12][CH2:13][CH2:14][CH2:15][CH2:16][CH2:17][CH2:18][CH2:19][CH2:20][CH2:21][CH2:22][c:23]1[cH:24][cH:25][c:26]([I:29])[cH:27][cH:28]1. The reactants are COC(C1=CC(=NC=C1Br)N)=O (2-amino-5-bromo-isonicotinic acid methyl ester), [I-].[Na+] (sodium iodide), NCCCN (1,3-diaminopropane), C(C)(=O)OCC (ethyl acetate). The reagents and catalysts are [Cu](I)I (copper iodide). Run in C(CCCC)O (n-pentanol). The product is C(CCCC)OC(C1=CC(=NC=C1I)N)=O (2-amino-5-iodo-isonicotinic acid pentyl ester). The yield is 58.0%. RXN SMILES: [CH3:1][O:2][C:3](=[O:12])[C:4]1[C:9](Br)=[CH:8][N:7]=[C:6]([NH2:11])[CH:5]=1.[I-:13].[Na+].NC[CH2:17][CH2:18]N.C(O[CH2:24][CH3:25])(=O)C>C(O)CCCC.[Cu](I)I>[CH2:1]([O:2][C:3](=[O:12])[C:4]1[C:9]([I:13])=[CH:8][N:7]=[C:6]([NH2:11])[CH:5]=1)[CH2:17][CH2:18][CH2:24][CH3:25] |f:1.2|. Reported procedure: 2-amino-5-bromo-isonicotinic acid methyl ester (1.79 g, 7.75 mmol) was added to a stirred mixture of copper iodide (145 mg, 0.76 mmol), sodium iodide (2.36 g, 15.73 mmol) and 1,3-diaminopropane (0.13 ml, 1.55 mmol) in n-pentanol (20 ml) and heated to reflux overnight. The reaction was cooled to room temperature, ethyl acetate (100 ml) added and washed with NaHCO3 solution (50 ml) and brine (50 ml) before being dried (MgSO4) and concentrated under reduced pressure. The residue was purified by fla... Starting materials: ClC(=C)CCl (2,3-dichloro-1-propene), C(CCCCCC)O (heptanol), C1(=CC=CC=C1)C (toluene), resultant mixture. The reagents and catalysts are [Zn] (zinc), [Zn] (zinc). Solvent: O (water). Yields the product ClC(CC(O)CCCCCC)=C (2-chloroallyl-n-hexyl-carbinol). Yield: 94.1%. Reaction SMILES: [Cl:1][C:2]([CH2:4]Cl)=[CH2:3].[CH2:6]([OH:13])[CH2:7][CH2:8][CH2:9][CH2:10][CH2:11][CH3:12].C1(C)C=CC=CC=1>[Zn].O>[Cl:1][C:2](=[CH2:3])[CH2:4][CH:6]([CH2:7][CH2:8][CH2:9][CH2:10][CH2:11][CH3:12])[OH:13]. Procedure: 58.30 Grams of 2,3-dichloro-1-propene were added dropwise to a mixture of 30.00 g of heptanol, 90 g of toluene, 120 g of water and 34.35 g of zinc powder at 45° C., and then, the resultant mixture was allowed to react at the same temperature for 10 hours. After the reaction finished, zinc-derived insolubles were filtered off, and the resultant filtrate was subjected to separation. The organic phase was washed with a 7% sodium carbonate aqueous solution and then dried over sodium sulfate. The des... Starting materials: C(C)OC(C(CC1=CC=C(C=C1)O)(C)OC1=CC(=CC=C1)OC)=O (3-(4-hydroxy-phenyl)-2-(3-methoxy-phenoxy)-2-methyl-propionic acid ethyl ester), C1(CCCCC1)C=1OC(=C(N1)CCOS(=O)(=O)C1=CC=C(C=C1)C)C (toluene-4-sulfonic acid 2-(2-cyclohexyl-5-methyloxazol-4-yl)-ethyl ester), C29H36NO6. The product is C1(CCCCC1)C=1OC(=C(N1)CCOC1=CC=C(C=C1)CC(C(=O)O)(C)OC1=CC(=CC=C1)OC)C (3-{4-[2-(2-Cyclohexyl-5-methyl-oxazol-4-yl)-ethoxy]-phenyl}-2-(3-methoxy-phenoxy)-2-methyl-propionic acid). As a reaction SMILES: C([O:3][C:4](=[O:24])[C:5]([O:15][C:16]1[CH:21]=[CH:20][CH:19]=[C:18]([O:22][CH3:23])[CH:17]=1)([CH3:14])[CH2:6][C:7]1[CH:12]=[CH:11][C:10](O)=[CH:9][CH:8]=1)C.[CH:25]1([C:31]2[O:32][C:33]([CH3:49])=[C:34]([CH2:36][CH2:37][O:38]S(C3C=CC(C)=CC=3)(=O)=O)[N:35]=2)[CH2:30][CH2:29][CH2:28][CH2:27][CH2:26]1>>[CH:25]1([C:31]2[O:32][C:33]([CH3:49])=[C:34]([CH2:36][CH2:37][O:38][C:10]3[CH:9]=[CH:8][C:7]([CH2:6][C:5]([O:15][C:16]4[CH:21]=[CH:20][CH:19]=[C:18]([O:22][CH3:23])[CH:17]=4)([CH3:14])[C:4]([OH:24])=[O:3])=[CH:12][CH:11]=3)[N:35]=2)[CH2:26][CH2:27][CH2:28][CH2:29][CH2:30]1. Procedure: The title compound was prepared from 3-(4-hydroxy-phenyl)-2-(3-methoxy-phenoxy)-2-methyl-propionic acid ethyl ester and toluene-4-sulfonic acid 2-(2-cyclohexyl-5-methyloxazol-4-yl)-ethyl ester using the procedure of Example 74. 1H NMR (400 MHz, CDCl3) δ 7.17-7.12 (m, 3H), 6.77 (d, 2H, J=8.99 Hz), 6.61-6.59 (m, 1H), 6.50-6.47 (m, 1H), 6.46 (t, 1H, J=2.35 Hz), 4.14 (t, 2H, J=6.06 Hz), 3.75 (s, 3H), 3.25 (d, 1H, J=14.08 Hz), 3.13 (d, 1H, J=14.08 Hz), 3.00-2.94 (m, 3H), 2.33 (s, 3H), 2.05-2.01 (m, 2...